This data is from the Open Reaction Database (ORD), a public repository of structured organic reaction records. The task is: describe an organic reaction: reactants, conditions, products, and yield The reactants are [Al+3], N#CC1(c2ccccc2)CCC(=O)CC1, [H-], [H-], [H-], [H-], [Li+], [Na+], C1CCOC1, [OH-], O. Product: O=CC1(c2ccccc2)CCC(=O)CC1. As a reaction SMILES: [Al+3:2].[C:12](#[N:13])[C:14]1([c:21]2[cH:22][cH:23][cH:24][cH:25][cH:26]2)[CH2:15][CH2:16][C:17](=[O:20])[CH2:18][CH2:19]1.[H-:1].[H-:4].[H-:5].[H-:6].[Li+:3].[Na+:28].[O:7]1[CH2:8][CH2:9][CH2:10][CH2:11]1.[OH-:27].[OH2:29]>>[O:7]=[CH:12][C:14]1([c:21]2[cH:22][cH:23][cH:24][cH:25][cH:26]2)[CH2:15][CH2:16][C:17](=[O:20])[CH2:18][CH2:19]1. Starting materials: Cc1c(Br)c2c(N)ncnn2c1CN1CCCOCC1, CC1(C)OB(c2ccc(NC(=O)Nc3cc(C(F)(F)F)ccc3F)cc2)OC1(C)C, [K+], [K+], O=C([O-])[O-], C1COCCO1, O, [Pd], c1ccc(P(c2ccccc2)c2ccccc2)cc1, c1ccc(P(c2ccccc2)c2ccccc2)cc1, c1ccc(P(c2ccccc2)c2ccccc2)cc1, c1ccc(P(c2ccccc2)c2ccccc2)cc1. Product: Cc1c(-c2ccc(NC(=O)Nc3cc(C(F)(F)F)ccc3F)cc2)c2c(N)ncnn2c1CN1CCCOCC1. As a reaction SMILES: [Br:1][c:2]1[c:3]([CH3:20])[c:4]([CH2:12][N:13]2[CH2:14][CH2:15][O:16][CH2:17][CH2:18][CH2:19]2)[n:5]2[n:6][cH:7][n:8][c:9]([NH2:11])[c:10]12.[F:21][c:22]1[c:23]([NH:32][C:33](=[O:34])[NH:35][c:36]2[cH:37][cH:38][c:39]([B:42]3[O:43][C:44]([CH3:45])([CH3:46])[C:47]([CH3:48])([CH3:49])[O:50]3)[cH:40][cH:41]2)[cH:24][c:25]([C:28]([F:29])([F:30])[F:31])[cH:26][cH:27]1.[K+:51].[K+:52].[O-:53][C:54]([O-:55])=[O:56].[O:58]1[CH2:59][CH2:60][O:61][CH2:62][CH2:63]1.[OH2:57].[Pd:64].[c:103]1([P:104]([c:105]2[cH:106][cH:107][cH:108][cH:109][cH:110]2)[c:111]2[cH:112][cH:113][cH:114][cH:115][cH:116]2)[cH:117][cH:118][cH:119][cH:120][cH:121]1.[c:122]1([P:123]([c:124]2[cH:125][cH:126][cH:127][cH:128][cH:129]2)[c:130]2[cH:131][cH:132][cH:133][cH:134][cH:135]2)[cH:136][cH:137][cH:138][cH:139][cH:140]1.[c:65]1([P:66]([c:67]2[cH:68][cH:69][cH:70][cH:71][cH:72]2)[c:73]2[cH:74][cH:75][cH:76][cH:77][cH:78]2)[cH:79][cH:80][cH:81][cH:82][cH:83]1.[c:84]1([P:85]([c:86]2[cH:87][cH:88][cH:89][cH:90][cH:91]2)[c:92]2[cH:93][cH:94][cH:95][cH:96][cH:97]2)[cH:98][cH:99][cH:100][cH:101][cH:102]1>>[c:2]1(-[c:39]2[cH:38][cH:37][c:36]([NH:35][C:33]([NH:32][c:23]3[c:22]([F:21])[cH:27][cH:26][c:25]([C:28]([F:29])([F:30])[F:31])[cH:24]3)=[O:34])[cH:41][cH:40]2)[c:3]([CH3:20])[c:4]([CH2:12][N:13]2[CH2:14][CH2:15][O:16][CH2:17][CH2:18][CH2:19]2)[n:5]2[n:6][cH:7][n:8][c:9]([NH2:11])[c:10]12.